Dataset: the Open Reaction Database (ORD), a public repository of structured organic reaction records. Task: describe an organic reaction: reactants, conditions, products, and yield The reactants are CC(C)N=C=O, CCN(C(C)C)C(C)C, CC(Oc1c(N)ncc2c(C3=CCNCC3)coc12)c1c(Cl)ccc(F)c1Cl, CN(C)C=O. The product is CC(C)NC(=O)N1CC=C(c2coc3c(OC(C)c4c(Cl)ccc(F)c4Cl)c(N)ncc23)CC1. As a reaction SMILES: [CH:29]([CH3:30])([CH3:31])[N:32]=[C:33]=[O:34].[CH:35]([N:36]([CH2:37][CH3:38])[CH:39]([CH3:40])[CH3:41])([CH3:42])[CH3:43].[Cl:1][c:2]1[c:3]([CH:10]([CH3:11])[O:12][c:13]2[c:14]3[c:15]([cH:16][n:17][c:18]2[NH2:19])[c:20]([C:23]2=[CH:28][CH2:27][NH:26][CH2:25][CH2:24]2)[cH:21][o:22]3)[c:4]([Cl:9])[cH:5][cH:6][c:7]1[F:8].[O:44]=[CH:45][N:46]([CH3:47])[CH3:48]>>[Cl:1][c:2]1[c:3]([CH:10]([CH3:11])[O:12][c:13]2[c:14]3[c:15]([cH:16][n:17][c:18]2[NH2:19])[c:20]([C:23]2=[CH:28][CH2:27][N:26]([C:33]([NH:32][CH:29]([CH3:30])[CH3:31])=[O:34])[CH2:25][CH2:24]2)[cH:21][o:22]3)[c:4]([Cl:9])[cH:5][cH:6][c:7]1[F:8]. Reactants: BrB(Br)Br, ClCCl, COc1ccc(Nc2ccccc2C(=O)N2CCCCC2)cc1, CC(C)O. Product: O=C(c1ccccc1Nc1ccc(O)cc1)N1CCCCC1. As a reaction SMILES: [B:1]([Br:2])([Br:3])[Br:4].[CH2:32]([Cl:33])[Cl:34].[CH3:5][O:6][c:7]1[cH:8][cH:9][c:10]([NH:13][c:14]2[c:15]([C:16](=[O:17])[N:18]3[CH2:19][CH2:20][CH2:21][CH2:22][CH2:23]3)[cH:24][cH:25][cH:26][cH:27]2)[cH:11][cH:12]1.[CH:28]([OH:29])([CH3:30])[CH3:31]>>[OH:6][c:7]1[cH:8][cH:9][c:10]([NH:13][c:14]2[c:15]([C:16](=[O:17])[N:18]3[CH2:19][CH2:20][CH2:21][CH2:22][CH2:23]3)[cH:24][cH:25][cH:26][cH:27]2)[cH:11][cH:12]1. Starting materials: CC(C)(C)OC(=O)N1CCc2ccc(CCn3ncc(OCc4ccccc4)cc3=O)cc2C1, ClCCl, O=C(O)C(F)(F)F. Yields the product O=c1cc(OCc2ccccc2)cnn1CCc1ccc2c(c1)CNCC2. Reaction SMILES: [C:1]([O:2][C:3](=[O:4])[N:8]1[CH2:9][c:10]2[cH:11][c:12]([CH2:18][CH2:19][n:20]3[n:21][cH:22][c:23]([O:27][CH2:28][c:29]4[cH:30][cH:31][cH:32][cH:33][cH:34]4)[cH:24][c:25]3=[O:26])[cH:13][cH:14][c:15]2[CH2:16][CH2:17]1)([CH3:5])([CH3:6])[CH3:7].[Cl:42][CH2:43][Cl:44].[OH:35][C:36]([C:37]([F:38])([F:39])[F:40])=[O:41]>>[NH:8]1[CH2:9][c:10]2[cH:11][c:12]([CH2:18][CH2:19][n:20]3[n:21][cH:22][c:23]([O:27][CH2:28][c:29]4[cH:30][cH:31][cH:32][cH:33][cH:34]4)[cH:24][c:25]3=[O:26])[cH:13][cH:14][c:15]2[CH2:16][CH2:17]1. Reactants: CCN(CC)CCN1Cc2cccc(Br)c2S1(=O)=O, CI, [H-], [Na+], C1CCOC1, O. The product is CN1Cc2cccc(Br)c2S1(=O)=O. RXN SMILES: [Br:3][c:4]1[cH:5][cH:6][cH:7][c:8]2[c:12]1[S:11](=[O:13])(=[O:14])[N:10]([CH2:15][CH2:16][N:17]([CH2:18][CH3:19])[CH2:20][CH3:21])[CH2:9]2.[CH3:22][I:23].[H-:1].[Na+:2].[O:25]1[CH2:26][CH2:27][CH2:28][CH2:29]1.[OH2:24]>>[Br:3][c:4]1[cH:5][cH:6][cH:7][c:8]2[c:12]1[S:11](=[O:13])(=[O:14])[N:10]([CH3:15])[CH2:9]2. Starting materials: ClC1=CC=C(C=C1)C1(CCCC1)C#N (1-(4-chlorophenyl)-cyclopentanecarbonitrile), crude product, C1(=CC=CC=C1)C1(CCCC1)C=O (1-phenyl-cyclopentanecarbaldehyde). The product is ClC1=CC=C(C=C1)C1(CCCC1)C=O (1-(4-chlorophenyl)-cyclopentanecarbaldehyde). Isolated yield 98.2%. RXN SMILES: [Cl:1][C:2]1[CH:7]=[CH:6][C:5]([C:8]2([C:13]#N)[CH2:12][CH2:11][CH2:10][CH2:9]2)=[CH:4][CH:3]=1.C1(C2(C=[O:27])CCCC2)C=CC=CC=1>>[Cl:1][C:2]1[CH:7]=[CH:6][C:5]([C:8]2([CH:13]=[O:27])[CH2:12][CH2:11][CH2:10][CH2:9]2)=[CH:4][CH:3]=1. Procedure: 1-(4-chlorophenyl)-cyclopentanecarbaldehyde (22-02) (66 g, 98.23%) was synthesized from (4-chlorophenyl)-acetonitrile (21-02) (66 g, 321.95 mmol) as a white solid as a crude product following the procedure as described for 1-phenyl-cyclopentanecarbaldehyde (22-01).